This data is from the Open Reaction Database (ORD), a public repository of structured organic reaction records. The task is: describe an organic reaction: reactants, conditions, products, and yield Starting materials: C(C#CC)N1C(=NC=2NC(N(C(C12)=O)CCC1=CC=CC=C1)=O)N1CCN(CC1)C(=O)OC(C)(C)C (t-butyl 4-[7-(2-butynyl)-2,6-dioxo-1-(2-phenylethyl)-2,3,6,7-tetrahydro-1H-purin-8-yl]piperazine-1-carboxylate), P(=O)(Cl)(Cl)Cl (phosphorus oxychloride). Reaction conditions: temperature 120 celsius, time 8 hour. Product: C(C#CC)N1C(=NC=2N=C(N(C(C12)=O)CCC1=CC=CC=C1)Cl)N1CCN(CC1)C(=O)OC(C)(C)C (t-Butyl 4-[7-(2-butynyl)-2-chloro-6-oxo-1-(2-phenylethyl)-6,7-dihydro-1H-purin-8-yl]piperazine-1-carboxylate). RXN SMILES: [CH2:1]([N:5]1[C:13]2[C:12](=[O:14])[N:11]([CH2:15][CH2:16][C:17]3[CH:22]=[CH:21][CH:20]=[CH:19][CH:18]=3)[C:10](=O)[NH:9][C:8]=2[N:7]=[C:6]1[N:24]1[CH2:29][CH2:28][N:27]([C:30]([O:32][C:33]([CH3:36])([CH3:35])[CH3:34])=[O:31])[CH2:26][CH2:25]1)[C:2]#[C:3][CH3:4].P(Cl)(Cl)([Cl:39])=O>>[CH2:1]([N:5]1[C:13]2[C:12](=[O:14])[N:11]([CH2:15][CH2:16][C:17]3[CH:22]=[CH:21][CH:20]=[CH:19][CH:18]=3)[C:10]([Cl:39])=[N:9][C:8]=2[N:7]=[C:6]1[N:24]1[CH2:29][CH2:28][N:27]([C:30]([O:32][C:33]([CH3:36])([CH3:35])[CH3:34])=[O:31])[CH2:26][CH2:25]1)[C:2]#[C:3][CH3:4]. Procedure: A mixture consisting of 290 mg of t-butyl 4-[7-(2-butynyl)-2,6-dioxo-1-(2-phenylethyl)-2,3,6,7-tetrahydro-1H-purin-8-yl]piperazine-1-carboxylate and 4 ml of phosphorus oxychloride was heated and stirred in an oil bath at 120° C. for 8 hours. The reaction solution was concentrated under reduced pressure, and the residue was dissolved in 5 ml of tetrahydrofuran. This solution was added dropwise to a mixture consisting of 250 mg of di-t-butyl dicarbonate, 10 ml of a saturated sodium bicarbonate sol...